Dataset: the Open Reaction Database (ORD), a public repository of structured organic reaction records. Task: describe an organic reaction: reactants, conditions, products, and yield Reactants: COC1=CC2=C(CC(N(CC2)CCCN(CCCSC2=CC(=C(C=C2)OC)OC)C)=O)C=C1OC (N-[3-(7,8-dimethoxy-1,3,4,5-tetrahydro-2H-3-benzazepin-2-on-3-yl)-propyl]-N-[3-(3,4-dimethoxy-phenylthio)-propyl]-methylamine), [Se](=O)=O (selenium dioxide). Yields the product COC1=CC2=C(C(C(N(CC2)CCCN(CCCSC2=CC(=C(C=C2)OC)OC)C)=O)=O)C=C1OC (N-[3-(7,8-Dimethoxy-1,3,4,5-tetrahydro-2H-3-benzazepin-1,2-dion-3-yl)-propyl]-N-[3-(3,4-dimethoxy-phenylthio)-propyl]-methylamine). RXN SMILES: [CH3:1][O:2][C:3]1[C:33]([O:34][CH3:35])=[CH:32][C:6]2[CH2:7][C:8](=[O:31])[N:9]([CH2:12][CH2:13][CH2:14][N:15]([CH3:30])[CH2:16][CH2:17][CH2:18][S:19][C:20]3[CH:25]=[CH:24][C:23]([O:26][CH3:27])=[C:22]([O:28][CH3:29])[CH:21]=3)[CH2:10][CH2:11][C:5]=2[CH:4]=1.[Se](=O)=[O:37]>>[CH3:1][O:2][C:3]1[C:33]([O:34][CH3:35])=[CH:32][C:6]2[C:7](=[O:37])[C:8](=[O:31])[N:9]([CH2:12][CH2:13][CH2:14][N:15]([CH3:30])[CH2:16][CH2:17][CH2:18][S:19][C:20]3[CH:25]=[CH:24][C:23]([O:26][CH3:27])=[C:22]([O:28][CH3:29])[CH:21]=3)[CH2:10][CH2:11][C:5]=2[CH:4]=1. Procedure details: The title compound is prepared from N-[3-(7,8-dimethoxy-1,3,4,5-tetrahydro-2H-3-benzazepin-2-on-3-yl)-propyl]-N-[3-(3,4-dimethoxy-phenylthio)-propyl]-methylamine and selenium dioxide analogously to Example 55. Starting materials: C, CCO, NC(Cc1cccc(OC(F)(F)C(F)F)c1)C(O)c1cccc(OCc2ccccc2)c1, [Pd]. Yields the product NC(Cc1cccc(OC(F)(F)C(F)F)c1)C(O)c1cccc(O)c1. Reaction SMILES: [C:36].[CH3:33][CH2:34][OH:35].[NH2:1][CH:2]([CH:3]([OH:4])[c:5]1[cH:6][c:7]([O:11][CH2:12][c:13]2[cH:14][cH:15][cH:16][cH:17][cH:18]2)[cH:8][cH:9][cH:10]1)[CH2:19][c:20]1[cH:21][c:22]([O:26][C:27]([CH:28]([F:29])[F:30])([F:31])[F:32])[cH:23][cH:24][cH:25]1.[Pd:37]>>[NH2:1][CH:2]([CH:3]([OH:4])[c:5]1[cH:6][c:7]([OH:11])[cH:8][cH:9][cH:10]1)[CH2:19][c:20]1[cH:21][c:22]([O:26][C:27]([CH:28]([F:29])[F:30])([F:31])[F:32])[cH:23][cH:24][cH:25]1. Reactants: COC(=O)C(CC(C)C)N1CC(Oc2c(F)ccc(OC)c2F)=CC1=O, [Li+], C1CCOC1, [OH-], O. Yields the product COc1ccc(F)c(OC2=CC(=O)N(C(CC(C)C)C(=O)O)C2)c1F. As a reaction SMILES: [CH3:1][O:2][C:3]([CH:4]([CH2:5][CH:6]([CH3:7])[CH3:8])[N:9]1[C:10](=[O:25])[CH:11]=[C:12]([O:14][c:15]2[c:16]([F:24])[c:17]([O:22][CH3:23])[cH:18][cH:19][c:20]2[F:21])[CH2:13]1)=[O:26].[Li+:29].[O:30]1[CH2:31][CH2:32][CH2:33][CH2:34]1.[OH-:28].[OH2:27]>>[O:2]=[C:3]([CH:4]([CH2:5][CH:6]([CH3:7])[CH3:8])[N:9]1[C:10](=[O:25])[CH:11]=[C:12]([O:14][c:15]2[c:16]([F:24])[c:17]([O:22][CH3:23])[cH:18][cH:19][c:20]2[F:21])[CH2:13]1)[OH:26]. The reactants are FC1=CC2=C(NC(C3=C(O2)SC2=C3CCCC2)=O)C=C1 (8-fluoro-1,2,3,4-tetrahydro-[1]benzothieno[2,3-b][1,5]benzoxazepin-12(11H)-one), ClC1=C(C(C(=C(C1=O)C#N)C#N)=O)Cl (dichlorodicyano-p-benzoquinone). Solvent: C1=CC=CC=C1 (benzene). Product: FC1=CC2=C(NC(C3=C(O2)SC2=C3C=CC=C2)=O)C=C1 (8-fluoro-[1]benzothieno[2,3-b][1,5]benzoxazepin-12(11H)-one). Reaction SMILES: [F:1][C:2]1[CH:20]=[CH:19][C:5]2[NH:6][C:7](=[O:18])[C:8]3[C:13]4[CH2:14][CH2:15][CH2:16][CH2:17][C:12]=4[S:11][C:9]=3[O:10][C:4]=2[CH:3]=1.ClC1C(=O)C(C#N)=C(C#N)C(=O)C=1Cl>C1C=CC=CC=1>[F:1][C:2]1[CH:20]=[CH:19][C:5]2[NH:6][C:7](=[O:18])[C:8]3[C:13]4[CH:14]=[CH:15][CH:16]=[CH:17][C:12]=4[S:11][C:9]=3[O:10][C:4]=2[CH:3]=1. Procedure details: In the same manner as in Example 77 and using 8-fluoro-1,2,3,4-tetrahydro-[1]benzothieno[2,3-b][1,5]benzoxazepin-12(11H)-one, dichlorodicyano-p-benzoquinone and benzene, 8-fluoro-[1]benzothieno[2,3-b][1,5]benzoxazepin-12(11H)-one is obtained. The reactants are ClCCl, CCN(C(C)C)C(C)C, Oc1ccc(F)cc1, CC(=O)SC1COC(COS(=O)(=O)C(F)(F)F)C1. Product: CC(=O)SC1COC(COc2ccc(F)cc2)C1. As a reaction SMILES: [CH2:36]([Cl:37])[Cl:38].[CH:27]([N:28]([CH2:29][CH3:30])[CH:31]([CH3:32])[CH3:33])([CH3:34])[CH3:35].[F:19][c:20]1[cH:21][cH:22][c:23]([OH:26])[cH:24][cH:25]1.[F:1][C:2]([F:3])([F:4])[S:5]([O:6][CH2:7][CH:8]1[CH2:9][CH:10]([S:13][C:14]([CH3:15])=[O:16])[CH2:11][O:12]1)(=[O:17])=[O:18]>>[O:6]([CH2:7][CH:8]1[CH2:9][CH:10]([S:13][C:14]([CH3:15])=[O:16])[CH2:11][O:12]1)[c:23]1[cH:22][cH:21][c:20]([F:19])[cH:25][cH:24]1. Starting materials: C(C1=CC=CC=C1)OC(=O)N1C(CC(C2=CC(=NC(=C12)C)C)=O)CC (2-ethyl-6,8-dimethyl-4-oxo-3,4-dihydro-2H-[1,7]naphthyridine-1-carboxylic acid benzyl ester), C(=O)[O-].[NH4+] (ammonium formate). The reagents and catalysts are [Pd] (Pd—C). The solvent is CO (methanol). Product: C(C)C1NC2=C(N=C(C=C2C(C1)=O)C)C (2-Ethyl-6,8-dimethyl-2,3-dihydro-1H-[1,7]naphthyridin-4-one). As a reaction SMILES: C(OC([N:11]1[C:20]2[C:15](=[CH:16][C:17]([CH3:22])=[N:18][C:19]=2[CH3:21])[C:14](=[O:23])[CH2:13][CH:12]1[CH2:24][CH3:25])=O)C1C=CC=CC=1.C([O-])=O.[NH4+]>CO.[Pd]>[CH2:24]([CH:12]1[CH2:13][C:14](=[O:23])[C:15]2[C:20](=[C:19]([CH3:21])[N:18]=[C:17]([CH3:22])[CH:16]=2)[NH:11]1)[CH3:25] |f:1.2|. Procedure details: This compound can be obtained by reacting a solution of 2-ethyl-6,8-dimethyl-4-oxo-3,4-dihydro-2H-[1,7]naphthyridine-1-carboxylic acid benzyl ester in methanol, under nitrogen atmosphere, with ammonium formate (2.5 eqv) and 10% Pd—C (50% water wet), at about 40° C. for a time period of about 1 h, followed by a typical workup. The reactants are C(C)(C)(C)OC(NC1(CCC1)C1=CC=C(C=C1)C1=C(OC2=C(C=CC=C2C1=O)C=O)C1=CC=CC=C1)=O ({1-[4-(8-formyl-4-oxo-2-phenyl-4H-chromen-3-yl)-phenyl]-cyclobutyl}-carbamic acid tert-butyl ester), Cl.FC1CNC1 (3-fluoroazetidine hydrochloride), C(C)(=O)O[BH-](OC(C)=O)OC(C)=O.[Na+] (Sodium triacetoxyborohydride). The solvent is ClC(C)Cl (dichloroethane). Procedure: A solution of {1-[4-(8-formyl-4-oxo-2-phenyl-4H-chromen-3-yl)-phenyl]-cyclobutyl}-carbamic acid tert-butyl ester (81 mg, 0.163 mmol) and 3-fluoroazetidine hydrochloride (23 mg, 0.245 mmol) in dichloroethane (5 mL) was stirred for 10 min. Sodium triacetoxyborohydride (87 mg, 0.409 mmol) was added and the reaction stirred at RT for 18 h. The reaction mixture was quenched with saturated aqueous sodium hydrogen carbonate solution, diluted with DCM, filtered through a phase separation cartridge and c... Yields the product C(C)(C)(C)OC(NC1(CCC1)C1=CC=C(C=C1)C1=C(OC2=C(C=CC=C2C1=O)CN1CC(C1)F)C1=CC=CC=C1)=O ((1-{4-[8-(3-Fluoro-azetidin-1-ylmethyl)-4-oxo-2-phenyl-4H-chromen-3-yl]-phenyl}-cyclobutyl)-carbamic acid tert-butyl ester). Reaction conditions: time 18 hour. As a reaction SMILES: [C:1]([O:5][C:6](=[O:37])[NH:7][C:8]1([C:12]2[CH:17]=[CH:16][C:15]([C:18]3[C:27](=[O:28])[C:26]4[C:21](=[C:22]([CH:29]=O)[CH:23]=[CH:24][CH:25]=4)[O:20][C:19]=3[C:31]3[CH:36]=[CH:35][CH:34]=[CH:33][CH:32]=3)=[CH:14][CH:13]=2)[CH2:11][CH2:10][CH2:9]1)([CH3:4])([CH3:3])[CH3:2].Cl.[F:39][CH:40]1[CH2:43][NH:42][CH2:41]1.C(O[BH-](OC(=O)C)OC(=O)C)(=O)C.[Na+]>ClC(Cl)C>[C:1]([O:5][C:6](=[O:37])[NH:7][C:8]1([C:12]2[CH:13]=[CH:14][C:15]([C:18]3[C:27](=[O:28])[C:26]4[C:21](=[C:22]([CH2:29][N:42]5[CH2:43][CH:40]([F:39])[CH2:41]5)[CH:23]=[CH:24][CH:25]=4)[O:20][C:19]=3[C:31]3[CH:32]=[CH:33][CH:34]=[CH:35][CH:36]=3)=[CH:16][CH:17]=2)[CH2:9][CH2:10][CH2:11]1)([CH3:2])([CH3:4])[CH3:3] |f:1.2,3.4|. Reactants: CC(=O)OI1(C2=CC=CC=C2C(=O)O1)(OC(=O)C)OC(=O)C (1,1,1-triacetoxy-1,1-dihydro-1,2-benziodoxol-3(1H)-one), ClCC(CC1=C(C(=CC=C1)F)C)O (1-chloro-3-(3-fluoro-2-methyl-phenyl)-propan-2-ol), C(C)OCC (diethyl ether). The solvent is C(Cl)Cl (DCM). Run at time 8 hour. The product is ClCC(CC1=C(C(=CC=C1)F)C)=O (1-Chloro-3-(3-fluoro-2-methyl-phenyl)-propan-2-one). The yield is 82.6%. Reaction SMILES: [Cl:1][CH2:2][CH:3]([OH:13])[CH2:4][C:5]1[CH:10]=[CH:9][CH:8]=[C:7]([F:11])[C:6]=1[CH3:12].CC(OI1(OC(C)=O)(OC(C)=O)OC(=O)C2C1=CC=CC=2)=O.C(OCC)C>C(Cl)Cl>[Cl:1][CH2:2][C:3](=[O:13])[CH2:4][C:5]1[CH:10]=[CH:9][CH:8]=[C:7]([F:11])[C:6]=1[CH3:12]. Procedure: 0.867 g (35.67 mmol) of magnesium turnings were dried and suspended in 17 ml of anhydrous THF under argon. A solution of 1,2-dibromoethane (0.14 ml, 1.62 mmol) and 2-bromo-6-fluoro-toluene (6.74 g, 35.67 mmol) in 17 ml of anhydrous THF was then added dropwise so as to maintain a gentle reflux. Once the magnesium had been consumed, copper(I) iodide (0.432 g, 2.27 mmol) was then added, followed by a solution of epichlorohydrine (3.00 g, 32.42 mmol) in DMF (8 ml). The mixture was stirred for 3.5 h ...